describe an organic reaction: reactants, conditions, products, and yield From a dataset of the Open Reaction Database (ORD), a public repository of structured organic reaction records. Starting materials: C(CCC)C=1N=C(N(C(C1CC1=CC=C(C=C1)C=1C(=CC=CC1)C#N)=O)C1=NC=C(C=N1)O)C (4′-{[4-butyl-1-(5-hydroxypyrimidin-2-yl)-2-methyl-6-oxo-1,6-dihydropyrimidin-5-yl]methyl}biphenyl-2-carbonitrile), C(C)C=1C=CC(=NC1)CCO (2-(5-ethylpyridin-2-yl)ethanol), C1(=CC=CC=C1)P(C1=CC=CC=C1)C1=CC=CC=C1 (triphenylphosphine), C(C)OC(=O)N=NC(=O)OCC (diethyl azodicarboxylic acid). The solvent is O (water), O1CCCC1 (tetrahydrofuran). Conditions: time 2 hour. Yields the product C(CCC)C=1N=C(N(C(C1CC1=CC=C(C=C1)C=1C(=CC=CC1)C#N)=O)C1=NC=C(C=N1)OCCC1=NC=C(C=C1)CC)C (4′-{[4-butyl-1-{5-[2-(5-ethylpyridin-2-yl)ethoxy]pyrimidin-2-yl}-2-methyl-6-oxo-1,6-dihydropyrimidin-5-yl}methyl]biphenyl-2-carbonitrile). Yield: 75.5%. RXN SMILES: [CH2:1]([C:5]1[N:6]=[C:7]([CH3:34])[N:8]([C:27]2[N:32]=[CH:31][C:30]([OH:33])=[CH:29][N:28]=2)[C:9](=[O:26])[C:10]=1[CH2:11][C:12]1[CH:17]=[CH:16][C:15]([C:18]2[C:19]([C:24]#[N:25])=[CH:20][CH:21]=[CH:22][CH:23]=2)=[CH:14][CH:13]=1)[CH2:2][CH2:3][CH3:4].[CH2:35]([C:37]1[CH:38]=[CH:39][C:40]([CH2:43][CH2:44]O)=[N:41][CH:42]=1)[CH3:36].C1(P(C2C=CC=CC=2)C2C=CC=CC=2)C=CC=CC=1.C(OC(N=NC(OCC)=O)=O)C>O.O1CCCC1>[CH2:1]([C:5]1[N:6]=[C:7]([CH3:34])[N:8]([C:27]2[N:32]=[CH:31][C:30]([O:33][CH2:44][CH2:43][C:40]3[CH:39]=[CH:38][C:37]([CH2:35][CH3:36])=[CH:42][N:41]=3)=[CH:29][N:28]=2)[C:9](=[O:26])[C:10]=1[CH2:11][C:12]1[CH:13]=[CH:14][C:15]([C:18]2[C:19]([C:24]#[N:25])=[CH:20][CH:21]=[CH:22][CH:23]=2)=[CH:16][CH:17]=1)[CH2:2][CH2:3][CH3:4]. Procedure details: 4′-{[4-butyl-1-(5-hydroxypyrimidin-2-yl)-2-methyl-6-oxo-1,6-dihydropyrimidin-5-yl]methyl}biphenyl-2-carbonitrile (50 mg, 0.111 mmol), 2-(5-ethylpyridin-2-yl)ethanol (16.8 mg, 0.111 mmol) and triphenylphosphine (44 mg, 0.167 mmol) were dried for 3 hrs in vacuo, purged with argon, added tetrahydrofuran (1 mL) and diethyl azodicarboxylic acid (2.2 mol/L toluene solution, 76 μL, 0.167 mmol), and stirred at room temperature for 2 hrs. The reaction mixture was added water and extracted with ethyl acet... Starting materials: C1(=CC=C(C=C1)CN1C(=NC2=C1C=C(C(=C2F)I)F)OCC2C(C2)C(=O)OCC)C2=CC=CC=C2 (Ethyl 2-({[1-(biphenyl-4-ylmethyl)-4,6-difluoro-5-iodo-1H-benzimidazol-2-yl]oxy}methyl)cyclo-propanecarboxylate), B(C=1C=CC(=CC1)C=2C=CC=CC2)(O)O (biphenylboronic acid), solution, C(=O)([O-])[O-].[K+].[K+] (K2CO3). The reagents and catalysts are C=1C=CC(=CC1)[P](C=2C=CC=CC2)(C=3C=CC=CC3)[Pd]([P](C=4C=CC=CC4)(C=5C=CC=CC5)C=6C=CC=CC6)([P](C=7C=CC=CC7)(C=8C=CC=CC8)C=9C=CC=CC9)[P](C=1C=CC=CC1)(C=1C=CC=CC1)C=1C=CC=CC1 (Pd(PPh3)4). The solvent is CCOC(=O)C (EtOAc), O (H2O), CN(C)C=O (DMF). Conditions: temperature 120 celsius. Product: EtOAc hexanes, C1(=CC=C(C=C1)C1=C(C2=C(N(C(=N2)OCC2C(C2)C(=O)OCC)CC2=CC=C(C=C2)C2=CC=CC=C2)C=C1F)F)C1=CC=CC=C1 (Ethyl 2-({[5-(biphenyl-4-yl)-1-(biphenyl-4-ylmethyl)-4,6-difluoro-1H-benzimidazol-2-yl]oxy}methyl)cyclopropanecarboxylate). Isolated yield 20.0%. As a reaction SMILES: [C:1]1([C:30]2[CH:35]=[CH:34][CH:33]=[CH:32][CH:31]=2)[CH:6]=[CH:5][C:4]([CH2:7][N:8]2[C:12]3[CH:13]=[C:14]([F:19])[C:15](I)=[C:16]([F:17])[C:11]=3[N:10]=[C:9]2[O:20][CH2:21][CH:22]2[CH2:24][CH:23]2[C:25]([O:27][CH2:28][CH3:29])=[O:26])=[CH:3][CH:2]=1.B(O)(O)[C:37]1[CH:38]=[CH:39][C:40]([C:43]2[CH:44]=[CH:45][CH:46]=[CH:47][CH:48]=2)=[CH:41][CH:42]=1.C([O-])([O-])=O.[K+].[K+]>CN(C=O)C.CCOC(C)=O.O.C1C=CC([P]([Pd]([P](C2C=CC=CC=2)(C2C=CC=CC=2)C2C=CC=CC=2)([P](C2C=CC=CC=2)(C2C=CC=CC=2)C2C=CC=CC=2)[P](C2C=CC=CC=2)(C2C=CC=CC=2)C2C=CC=CC=2)(C2C=CC=CC=2)C2C=CC=CC=2)=CC=1>[C:40]1([C:43]2[CH:48]=[CH:47][CH:46]=[CH:45][CH:44]=2)[CH:41]=[CH:42][C:37]([C:15]2[C:14]([F:19])=[CH:13][C:12]3[N:8]([CH2:7][C:4]4[CH:3]=[CH:2][C:1]([C:30]5[CH:35]=[CH:34][CH:33]=[CH:32][CH:31]=5)=[CH:6][CH:5]=4)[C:9]([O:20][CH2:21][CH:22]4[CH2:24][CH:23]4[C:25]([O:27][CH2:28][CH3:29])=[O:26])=[N:10][C:11]=3[C:16]=2[F:17])=[CH:38][CH:39]=1 |f:2.3.4,^1:72,74,93,112|. Procedure details: A solution of Ethyl 2-({[1-(biphenyl-4-ylmethyl)-4,6-difluoro-5-iodo-1H-benzimidazol-2-yl]oxy}methyl)cyclo-propanecarboxylate (0.0440 g, 0.748 mmol), biphenylboronic acid (0.163 g, 0.823 mmol), and Pd(PPh3)4 (0.035 g, 0.030 mmol) in 7.5 mL of DMF was treated with a 1 M solution of K2CO3 (1.50 mL). The resulting yellow solution was heated at 120° C. for 45 min., and then diluted with EtOAc and H2O. The layers were separated and the aqueous layer was extracted with EtOAc. The combined organic laye...